From a dataset of the Open Reaction Database (ORD), a public repository of structured organic reaction records. describe an organic reaction: reactants, conditions, products, and yield The reactants are C(C1=CC=CC=C1)OC(=O)N1CC(CCC1)N(C1=NC=CC(=N1)N1C=NC2=C1C=CC=C2)C (2-[(1-benzyloxycarbonyl-piperidin-3-yl)-methylamino]-4-[benzimidazol-1-yl]pyrimidine). Reagents/catalysts: [Pd] (Pd on carbon). Solvent: C1CCOC1 (THF). Run at time 1 hour. Product: N (NH3), N1CC(CCC1)N(C1=NC=CC(=N1)N1C=NC2=C1C=CC=C2)C (2-[(Piperidin-3-yl)-methylamino]-4-[benzimidazol-1-yl]pyrimidine). The yield is 152.7%. RXN SMILES: C(OC([N:11]1[CH2:16][CH2:15][CH2:14][CH:13]([N:17]([CH3:33])[C:18]2[N:23]=[C:22]([N:24]3[C:28]4[CH:29]=[CH:30][CH:31]=[CH:32][C:27]=4[N:26]=[CH:25]3)[CH:21]=[CH:20][N:19]=2)[CH2:12]1)=O)C1C=CC=CC=1>C1COCC1.[Pd]>[NH3:11].[NH:11]1[CH2:16][CH2:15][CH2:14][CH:13]([N:17]([CH3:33])[C:18]2[N:23]=[C:22]([N:24]3[C:28]4[CH:29]=[CH:30][CH:31]=[CH:32][C:27]=4[N:26]=[CH:25]3)[CH:21]=[CH:20][N:19]=2)[CH2:12]1. Reported procedure: To a solution of 2-[(1-benzyloxycarbonyl-piperidin-3-yl)-methylamino]-4-[benzimidazol-1-yl]pyrimidine (100 mg, 0.226 mmol, 1 eq) in THF (5 mL) ws added 10% Pd on carbon (24 mg). The flask was purged with hydrogen and the mixture was stirred under a balloon of hydrogen. After 1 h, no reaction was observed by thin layer chromatography analysis. Added 12 mg of Pd(OH)2 and let stir overnight under hydrogen. Still very little reaction by thin layer chromatography analysis. Filtered off catalyst and w... Starting materials: COC(CC=1C=NC=C(C1)Br)=O ((5-Bromo-pyridin-3-yl)acetic acid methyl ester), C([O-])(O)=O.[Na+] (sodium bicarbonate), C(C)C(CC)(C1=CC=C(C=C1)B1OC(C(O1)(C)C)(C)C)C1=CC(=C(OCC(C(C)(C)C)O)C=C1)C (1-(4-{1-ethyl-1-[4-(4,4,5,5-tetramethyl-[1,3,2]dioxaborolan-2-yl)-phenyl]-propyl}-2-methyl-phenoxy)-3,3-dimethyl-butan-2-ol), C1(CCCCC1)P(C1=C(C=CC=C1)C1=C(C=CC=C1OC)OC)C1CCCCC1 (2-dicyclohexylphosphino-2′,6′-dimethoxy-1,1′-biphenyl), P(=O)([O-])([O-])[O-].[K+].[K+].[K+] (potassium phosphate). Reagents/catalysts: C(C)(=O)[O-].[Pd+2].C(C)(=O)[O-] (palladium acetate). Solvent: O (water), C1(=CC=CC=C1)C (toluene). Reaction conditions: temperature 100 celsius, time 2 hour. The product is COC(CC=1C=NC=C(C1)C1=CC=C(C=C1)C(CC)(C1=CC(=C(C=C1)OCC(C(C)(C)C)O)C)CC)=O ([5-(4-{1-ethyl-1-[4-(2-hydroxy-3,3-dimethyl-butoxy)-3-methyl-phenyl]-propyl}-phenyl)-pyridin-3-yl]-acetic Acid Methyl Ester). Isolated yield 63.0%. As a reaction SMILES: [CH3:1][O:2][C:3](=[O:12])[CH2:4][C:5]1[CH:6]=[N:7][CH:8]=[C:9](Br)[CH:10]=1.C1(P(C2CCCCC2)C2C=CC=CC=2C2C(OC)=CC=CC=2OC)CCCCC1.P([O-])([O-])([O-])=O.[K+].[K+].[K+].[CH2:50]([C:52]([C:70]1[CH:83]=[CH:82][C:73]([O:74][CH2:75][CH:76]([OH:81])[C:77]([CH3:80])([CH3:79])[CH3:78])=[C:72]([CH3:84])[CH:71]=1)([C:55]1[CH:60]=[CH:59][C:58](B2OC(C)(C)C(C)(C)O2)=[CH:57][CH:56]=1)[CH2:53][CH3:54])[CH3:51].C(=O)(O)[O-].[Na+]>C1(C)C=CC=CC=1.C([O-])(=O)C.[Pd+2].C([O-])(=O)C.O>[CH3:1][O:2][C:3](=[O:12])[CH2:4][C:5]1[CH:6]=[N:7][CH:8]=[C:9]([C:58]2[CH:57]=[CH:56][C:55]([C:52]([CH2:50][CH3:51])([C:70]3[CH:83]=[CH:82][C:73]([O:74][CH2:75][CH:76]([OH:81])[C:77]([CH3:78])([CH3:79])[CH3:80])=[C:72]([CH3:84])[CH:71]=3)[CH2:53][CH3:54])=[CH:60][CH:59]=2)[CH:10]=1 |f:2.3.4.5,7.8,10.11.12|. Procedure details: (5-Bromo-pyridin-3-yl)acetic acid methyl ester (Example 24-(2); 33.5 mg, 0.145 mmol), palladium acetate (2.2 mg, 0.010 mmol), 2-dicyclohexylphosphino-2′,6′-dimethoxy-1,1′-biphenyl (8.2 mg, 0.020 mmol), potassium phosphate (62 mg, 0.291 mmol) and water (0.2 mL) were added to a solution of 1-(4-{1-ethyl-1-[4-(4,4,5,5-tetramethyl-[1,3,2]dioxaborolan-2-yl)-phenyl]-propyl}-2-methyl-phenoxy)-3,3-dimethyl-butan-2-ol (Example 146-(1); 46.6 mg, 0.097 mmol) in toluene (2 mL). After replacement with nitrog... Starting materials: C1CCOC1, CCO, COc1ccccc1OC(c1ccccc1Cl)C(O)C#N. Product: COc1ccccc1OC(c1ccccc1Cl)C(O)CN. As a reaction SMILES: [CH2:25]1[O:26][CH2:27][CH2:28][CH2:29]1.[CH3:22][CH2:23][OH:24].[OH:1][CH:2]([C:3]#[N:4])[CH:5]([O:6][c:7]1[c:8]([O:13][CH3:14])[cH:9][cH:10][cH:11][cH:12]1)[c:15]1[c:16]([Cl:21])[cH:17][cH:18][cH:19][cH:20]1>>[OH:1][CH:2]([CH2:3][NH2:4])[CH:5]([O:6][c:7]1[c:8]([O:13][CH3:14])[cH:9][cH:10][cH:11][cH:12]1)[c:15]1[c:16]([Cl:21])[cH:17][cH:18][cH:19][cH:20]1. Starting materials: CC1=CNC2=CC=C(C=C12)B1OC(C(O1)(C)C)(C)C (3-methyl-5-(4,4,5,5-tetramethyl-1,3,2-dioxaborolan-2-yl)-1H-indole), ClC1=CC=C(N=N1)O[C@H]1CN2CCC1CC2 ((3R)-3-[(6-chloropyridazin-3-yl)oxy]quinuclidine), N (NH3). Yields the product N12C[C@@H](C(CC1)CC2)OC2=CC=C(N=N2)C=2C=C1C(=CNC1=CC2)C (5-{6-[(3R)-1-azabicyclo[2.2.2]oct-3-yloxy]pyridazin-3-yl}-3-methyl-1H-indole). Reaction SMILES: [CH3:1][C:2]1[C:10]2[C:5](=[CH:6][CH:7]=[C:8](B3OC(C)(C)C(C)(C)O3)[CH:9]=2)[NH:4][CH:3]=1.Cl[C:21]1[N:26]=[N:25][C:24]([O:27][C@@H:28]2[CH:33]3[CH2:34][CH2:35][N:30]([CH2:31][CH2:32]3)[CH2:29]2)=[CH:23][CH:22]=1.N>>[N:30]12[CH2:31][CH2:32][CH:33]([CH2:34][CH2:35]1)[C@@H:28]([O:27][C:24]1[N:25]=[N:26][C:21]([C:8]3[CH:9]=[C:10]4[C:5](=[CH:6][CH:7]=3)[NH:4][CH:3]=[C:2]4[CH3:1])=[CH:22][CH:23]=1)[CH2:29]2. Procedure: The product of Example 10A (240 mg, 1 mmol) coupled with the product of Example 9A (250 mg, 1 mmol) according to the procedure in Example 8A, The title product was purified by preparative HPLC (Gilson, column, Symmetry® C-8 7 μm, 40×100 mm. Eluting Solvent, MeCN/H2O (with 0.2% v. TFA) (v. 90/10 to 10/90 over 20 min. flow rate, 75 mL/min., uv, 250 nm) as solid (40 mg, yield, 12%). 1H NMR (300 MHz, CD3OD) δ 1.50–1.64 (m, 1H), 1.69–1.92 (m, 2H), 2.01–2.14 (m, 1H), 2.29–2.35 (m, 1H), 2.37 (s, 3H), 2...